The task is: describe an organic reaction: reactants, conditions, products, and yield. This data is from the Open Reaction Database (ORD), a public repository of structured organic reaction records. Reactants: CC1(C)COc2ccc(Br)cc21, [C-]#N, CN(C)C=O. Yields the product CC1(C)COc2ccc(C#N)cc21. Reaction SMILES: [Br:1][c:2]1[cH:3][cH:4][c:5]2[c:6]([cH:12]1)[C:7]([CH3:10])([CH3:11])[CH2:8][O:9]2.[C-:13]#[N:14].[O:15]=[CH:16][N:17]([CH3:18])[CH3:19]>>[c:2]1([C:13]#[N:14])[cH:3][cH:4][c:5]2[c:6]([cH:12]1)[C:7]([CH3:10])([CH3:11])[CH2:8][O:9]2. The reactants are CCO, CCOC(C)=O, O=C(O)C=Cc1ccc(C(=O)c2c(-c3ccc(O)cc3)sc3cc(O)ccc23)cc1. Yields the product O=C(O)CCc1ccc(C(=O)c2c(-c3ccc(O)cc3)sc3cc(O)ccc23)cc1. Reaction SMILES: [CH3:31][CH2:32][OH:33].[CH3:34][CH2:35][O:36][C:37]([CH3:38])=[O:39].[OH:1][c:2]1[cH:3][cH:4][c:5]2[c:6]([s:7][c:8](-[c:23]3[cH:24][cH:25][c:26]([OH:29])[cH:27][cH:28]3)[c:9]2[C:10]([c:11]2[cH:12][cH:13][c:14]([CH:17]=[CH:18][C:19](=[O:20])[OH:21])[cH:15][cH:16]2)=[O:22])[cH:30]1>>[OH:1][c:2]1[cH:3][cH:4][c:5]2[c:6]([s:7][c:8](-[c:23]3[cH:24][cH:25][c:26]([OH:29])[cH:27][cH:28]3)[c:9]2[C:10]([c:11]2[cH:12][cH:13][c:14]([CH2:17][CH2:18][C:19](=[O:20])[OH:21])[cH:15][cH:16]2)=[O:22])[cH:30]1. Reactants: CC#N, COCCOS(C)(=O)=O, [K+], [K+], O=C([O-])[O-], O=C(NCCNCC(O)COc1ccc(O)cc1)N1CCOCC1. Product: COCCOc1ccc(OCC(O)CNCCNC(=O)N2CCOCC2)cc1. As a reaction SMILES: [C:40](#[N:41])[CH3:42].[CH3:25][S:26]([O:27][CH2:30][CH2:31][O:32][CH3:33])(=[O:28])=[O:29].[K+:34].[K+:35].[O-:36][C:37]([O-:38])=[O:39].[OH:1][CH:2]([CH2:3][NH:4][CH2:5][CH2:6][NH:7][C:8](=[O:9])[N:10]1[CH2:11][CH2:12][O:13][CH2:14][CH2:15]1)[CH2:16][O:17][c:18]1[cH:19][cH:20][c:21]([OH:24])[cH:22][cH:23]1>>[OH:1][CH:2]([CH2:3][NH:4][CH2:5][CH2:6][NH:7][C:8](=[O:9])[N:10]1[CH2:11][CH2:12][O:13][CH2:14][CH2:15]1)[CH2:16][O:17][c:18]1[cH:19][cH:20][c:21]([O:24][CH2:30][CH2:31][O:32][CH3:33])[cH:22][cH:23]1. The reactants are Cl.NO (Hydroxylamine hydrochloride), C1(CCCC1)OC1=CC(=NC(=C1CN(C1CCCC2=CC=CC=C12)C)C)C1=C(C(=CC=C1)F)C(CC)=O (1-[2-(4-cylopentyloxy-6-methyl-5-{[methyl-(1,2,3,4-tetrahydro-naphthalen-1-yl)-amino]-methyl}-pyridin-2-yl)-6-fluoro-pheny]-propan-1-one). The solvent is N1=CC=CC=C1 (pyridine). Run at temperature 70 celsius. Yields the product C1(CCCC1)OC1=CC(=NC(=C1CN(C1CCCC2=CC=CC=C12)C)C)C1=C(C(=CC=C1)F)C(CC)=NO (2-(4-Cylopentyloxy-6-methyl-5-{[methyl-(1,2,3,4-tetrahydro-naphthalen-1-yl)-amino]-methyl}-pyridin-2-yl)-6-fluoro-phenyl-propan-1-one oxime). Reaction SMILES: Cl.[NH2:2][OH:3].[CH:4]1([O:9][C:10]2[C:15]([CH2:16][N:17]([CH3:28])[CH:18]3[C:27]4[C:22](=[CH:23][CH:24]=[CH:25][CH:26]=4)[CH2:21][CH2:20][CH2:19]3)=[C:14]([CH3:29])[N:13]=[C:12]([C:30]3[CH:35]=[CH:34][CH:33]=[C:32]([F:36])[C:31]=3[C:37](=O)[CH2:38][CH3:39])[CH:11]=2)[CH2:8][CH2:7][CH2:6][CH2:5]1>N1C=CC=CC=1>[CH:4]1([O:9][C:10]2[C:15]([CH2:16][N:17]([CH3:28])[CH:18]3[C:27]4[C:22](=[CH:23][CH:24]=[CH:25][CH:26]=4)[CH2:21][CH2:20][CH2:19]3)=[C:14]([CH3:29])[N:13]=[C:12]([C:30]3[CH:35]=[CH:34][CH:33]=[C:32]([F:36])[C:31]=3[C:37](=[N:2][OH:3])[CH2:38][CH3:39])[CH:11]=2)[CH2:8][CH2:7][CH2:6][CH2:5]1 |f:0.1|. Reported procedure: Hydroxylamine hydrochloride (47 mg, 0.7 mmol) is added to a solution of 1-[2-(4-cylopentyloxy-6-methyl-5-{[methyl-(1,2,3,4-tetrahydro-naphthalen-1-yl)-amino]-methyl}-pyridin-2-yl)-6-fluoro-pheny]-propan-1-one (151 mg, 0.3 mmol) in pyridine at room temperature. The mixture is heated to 70° C. for 16 hours. Solvent is removed in vacuo and the crude product is purified by PTLC eluting with 2% MeOH in DCM to give the title product. RXN SMILES: Cl[C:2]1[N:7]=[C:6]([N:8]2[CH:13]=[C:12]([CH:14]3[C:20]4[CH:21]=[CH:22][C:23]([CH3:25])=[CH:24][C:19]=4[CH:18]=[CH:17][C:16]4[CH:26]=[C:27]([CH3:30])[CH:28]=[CH:29][C:15]3=4)[C:11](=[O:31])[NH:10][C:9]2=[O:32])[CH:5]=[CH:4][N:3]=1.Cl.[CH3:34][O:35][C:36](=[O:42])[C@@H:37]1[CH2:41][CH2:40][CH2:39][NH:38]1>>[CH3:25][C:23]1[CH:22]=[CH:21][C:20]2[CH:14]([C:12]3[C:11](=[O:31])[NH:10][C:9](=[O:32])[N:8]([C:6]4[CH:5]=[CH:4][N:3]=[C:2]([N:38]5[CH2:39][CH2:40][CH2:41][C@H:37]5[C:36]([O:35][CH3:34])=[O:42])[N:7]=4)[CH:13]=3)[C:15]3[CH:29]=[CH:28][C:27]([CH3:30])=[CH:26][C:16]=3[CH:17]=[CH:18][C:19]=2[CH:24]=1 |f:1.2|. Reactants: ClC1=NC=CC(=N1)N1C(NC(C(=C1)C1C2=C(C=CC3=C1C=CC(=C3)C)C=C(C=C2)C)=O)=O (1-[2-Chloropyrimidin-4-yl}-5-[2,8-dimethyl-5H-dibenzo[a,d]cyclohepten-5-yl]-2,4(1H,3H)-pyrimidinedione), Cl.COC([C@H]1NCCC1)=O (L-proline methyl ester hydrochloride). Product: CC1=CC2=C(C(C3=C(C=C2)C=C(C=C3)C)C=3C(NC(N(C3)C3=NC(=NC=C3)N3[C@H](C(=O)OC)CCC3)=O)=O)C=C1 (N-{4-[5-{2,8-Dimethyl-5H-dibenzo[a,d]cyclohepten-5-yl)-3,4-dihydro-2,4-dioxo-1(2H)-pyrimidinyl]pyrimidin-2-yl]-L-proline, methyl ester). Reported procedure: The subtitle compound was prepared from the product of example 8 step (ii) (0.3 g) and L-proline methyl ester hydrochloride (0.56 g) by the method of example 10 step (ii). Purification was by chromatography eluting with 5% methanol in chloroform. Yield 0.3 g. Starting materials: ClC1=C(C=C(C=C1)OC1=CC=C(C=O)C=C1)C (4-[(4-chloro-3-methylphenyl)oxy]benzaldehyde), C1CCOC1 (THF), [H-].[Na+] (NaH). The reagents and catalysts are [Br-].C[P+](C1=CC=CC=C1)(C1=CC=CC=C1)C1=CC=CC=C1 (methyl(triphenyl)phosphonium bromide). Conditions: time 3 hour. The product is ClC1=C(C=C(C=C1)OC1=CC=C(C=C1)C=C)C (1-chloro-4-[(4-ethenylphenyl)oxy]-2-methylbenzene). Isolated yield 59.0%. Reaction SMILES: [Cl:1][C:2]1[CH:7]=[CH:6][C:5]([O:8][C:9]2[CH:16]=[CH:15][C:12]([CH:13]=O)=[CH:11][CH:10]=2)=[CH:4][C:3]=1[CH3:17].[H-].[Na+].[CH2:20]1COCC1>[Br-].C[P+](C1C=CC=CC=1)(C1C=CC=CC=1)C1C=CC=CC=1>[Cl:1][C:2]1[CH:7]=[CH:6][C:5]([O:8][C:9]2[CH:16]=[CH:15][C:12]([CH:13]=[CH2:20])=[CH:11][CH:10]=2)=[CH:4][C:3]=1[CH3:17] |f:1.2,4.5|. Procedure: To a stirred suspension of 4-[(4-chloro-3-methylphenyl)oxy]benzaldehyde (4.2 g, 17.03 mmol) and methyl(triphenyl)phosphonium bromide (6 g, 16.80 mmol) in dry THF (50 mL) was added NaH (3.4 g, 85 mmol) under nitrogen at 0° C. The mixture was stirred at room temperature for 3 h. The organic layer was washed three times with brine, dried over Na2SO4, filtered, and concentrated. Purification via flash chromatography afforded the title compound (2.46 g, 59% yield) as a light green oil. LCMS: rt=4.34 ... Reactants: Cl.CN(CCCN=C=NCC)C (1-(3-dimethylaminopropyl)-3-ethylcarbodiimide hydrochloride), C(CCl)Cl (EDC), C(C)OC1=CC=C(C=C1)N1C(=NC2=CC=CC=C2C1=O)[C@@H](C)NCC1CCN(CC1)C(C)C ((R)-3-(4-Ethoxy-phenyl)-2-{1-[(1-isopropyl-piperidin-4-ylmethyl)-amino]-ethyl}-3H-quinazolin-4-one), FC1=C(C=C(C=C1)CC(=O)O)C(F)(F)F (4-fluoro-3-(trifluoromethyl)phenylacetic acid), CN1CCOCC1 (N-methylmorpholine), CN1CCOCC1 (NMM), ON1N=NC2=C1C=CC=C2 (1-hydroxybenzotriazole), C=1C=CC2=C(C1)N=NN2O (HOBT). The solvent is CN(C=O)C (N,N-dimethylformamide), CN(C)C=O (DMF), ClCCl (dichloromethane). Conditions: time 16 hour. Product: C(C)OC1=CC=C(C=C1)N1C(=NC2=CC=CC=C2C1=O)[C@@H](C)N(C(CC1=CC(=C(C=C1)F)C(F)(F)F)=O)CC1CCN(CC1)C(C)C ((R)—N-{1-[3-(4-Ethoxy-phenyl)-4-oxo-3,4-dihydro-quinazolin-2-yl]-ethyl}-2-(4-fluoro-3-trifluoromethyl-phenyl)-N-(1-isopropyl-piperidin-4-ylmethyl)-acetamide). Isolated yield 57.1%. Reaction SMILES: [CH2:1]([O:3][C:4]1[CH:9]=[CH:8][C:7]([N:10]2[C:19](=[O:20])[C:18]3[C:13](=[CH:14][CH:15]=[CH:16][CH:17]=3)[N:12]=[C:11]2[C@H:21]([NH:23][CH2:24][CH:25]2[CH2:30][CH2:29][N:28]([CH:31]([CH3:33])[CH3:32])[CH2:27][CH2:26]2)[CH3:22])=[CH:6][CH:5]=1)[CH3:2].[F:34][C:35]1[CH:40]=[CH:39][C:38]([CH2:41][C:42](O)=[O:43])=[CH:37][C:36]=1[C:45]([F:48])([F:47])[F:46].CN1CCOCC1.ON1C2C=CC=CC=2N=N1.Cl.CN(C)CCCN=C=NCC.C(Cl)CCl>CN(C)C=O.ClCCl>[CH2:1]([O:3][C:4]1[CH:5]=[CH:6][C:7]([N:10]2[C:19](=[O:20])[C:18]3[C:13](=[CH:14][CH:15]=[CH:16][CH:17]=3)[N:12]=[C:11]2[C@H:21]([N:23]([CH2:24][CH:25]2[CH2:30][CH2:29][N:28]([CH:31]([CH3:32])[CH3:33])[CH2:27][CH2:26]2)[C:42](=[O:43])[CH2:41][C:38]2[CH:39]=[CH:40][C:35]([F:34])=[C:36]([C:45]([F:46])([F:48])[F:47])[CH:37]=2)[CH3:22])=[CH:8][CH:9]=1)[CH3:2] |f:4.5|. Reported procedure: To a mixture of 49.3 g A2 (0.11 mol, 1.00 equiv.) and 29.3 g 4-fluoro-3-(trifluoromethyl)phenylacetic acid (0.13 mol, 1.20 equiv.) in 120 mL N,N-dimethylformamide, DMF, and 40 mL dichloromethane at room temperature was added 12 mL N-methylmorpholine, NMM (0.11 mol, 1.00 equiv.) and 14.9 g 1-hydroxybenzotriazole, HOBT (0.11 mol, 1.00 equiv.). To the solution was added 1-(3-dimethylaminopropyl)-3-ethylcarbodiimide hydrochloride, EDC (0.22 mol, 2.00 equiv.) in two equivalent portions at a 5 min. in... The reactants are CC(C)(C)OC(=O)N1CCCC1C(=O)Nc1ccc(-c2ccccc2S(C)(=O)=O)cc1, ClCCl, O=C(O)C(F)(F)F. Product: CS(=O)(=O)c1ccccc1-c1ccc(NC(=O)C2CCCN2)cc1. Reaction SMILES: [C:1]([O:2][C:3](=[O:4])[N:8]1[CH:9]([C:13]([NH:14][c:15]2[cH:16][cH:17][c:18](-[c:21]3[c:22]([S:27](=[O:28])(=[O:29])[CH3:30])[cH:23][cH:24][cH:25][cH:26]3)[cH:19][cH:20]2)=[O:31])[CH2:10][CH2:11][CH2:12]1)([CH3:5])([CH3:6])[CH3:7].[Cl:39][CH2:40][Cl:41].[OH:32][C:33]([C:34]([F:35])([F:36])[F:37])=[O:38]>>[NH:8]1[CH:9]([C:13]([NH:14][c:15]2[cH:16][cH:17][c:18](-[c:21]3[c:22]([S:27](=[O:28])(=[O:29])[CH3:30])[cH:23][cH:24][cH:25][cH:26]3)[cH:19][cH:20]2)=[O:31])[CH2:10][CH2:11][CH2:12]1. Starting materials: [H-].[Na+] (sodium hydride), C(C)I (ethyl iodide), BrC1=CC(=C(C(=C1)F)O)F (4-bromo-2,6-difluorophenol), C(C)I (ethyl iodide), C(C)I (ethyl iodide). Run in CN(C=O)C (N,N-dimethylformamide), CN(C=O)C (N,N-dimethylformamide). Reaction conditions: temperature 80 celsius, time 30 minute. Yields the product BrC1=CC(=C(C(=C1)F)OCC)F (4-bromo-2,6-difluorophenetole). Isolated yield 86.5%. RXN SMILES: [Br:1][C:2]1[CH:7]=[C:6]([F:8])[C:5]([OH:9])=[C:4]([F:10])[CH:3]=1.[H-].[Na+].[CH2:13](I)[CH3:14]>CN(C)C=O>[Br:1][C:2]1[CH:7]=[C:6]([F:8])[C:5]([O:9][CH2:13][CH3:14])=[C:4]([F:10])[CH:3]=1 |f:1.2|. Procedure: A solution of 4-bromo-2,6-difluorophenol (1.04 g) in dry N,N-dimethylformamide (10 cm3) was added over 5 minutes to a well stirred mixture of sodium hydride (0.24 g of a 50% dispersion in oil) in dry N,N-dimethylformamide (5 cm3). After 30 minutes, ethyl iodide (0.78 g) was added in one portion. After stirring the reaction mixture for 30 minutes, analysis by gas liquid chromatography appeared to show no reaction; further ethyl iodide (5 g) was therefore added, and the reaction mixture was heated... Starting materials: Cc1cc2occ(COc3cccc4[nH]c(C(=O)NC5CCN(CC6CCCN7CCCCC67)CC5)cc34)c2cc1C, Cl, Cl, Cl, Cl, Cl, NC1CCN(CCN2CCC(O)CC2)CC1. The product is Cc1cc2occ(COc3cccc4[nH]c(C(=O)NC5CCN(CCN6CCC(O)CC6)CC5)cc34)c2cc1C. Reaction SMILES: [CH:3]1([CH2:13][N:14]2[CH2:15][CH2:16][CH:17]([NH:20][C:21](=[O:22])[c:23]3[nH:24][c:25]4[cH:26][cH:27][cH:28][c:29]([O:32][CH2:33][c:34]5[cH:35][o:36][c:37]6[c:38]5[cH:39][c:40]([CH3:44])[c:41]([CH3:43])[cH:42]6)[c:30]4[cH:31]3)[CH2:18][CH2:19]2)[CH:4]2[N:5]([CH2:6][CH2:7][CH2:8][CH2:9]2)[CH2:10][CH2:11][CH2:12]1.[ClH:1].[ClH:2].[ClH:45].[ClH:46].[ClH:47].[NH2:48][CH:49]1[CH2:50][CH2:51][N:52]([CH2:53][CH2:56][N:57]2[CH2:58][CH2:59][CH:60]([OH:63])[CH2:61][CH2:62]2)[CH2:54][CH2:55]1>>[CH2:13]([N:14]1[CH2:15][CH2:16][CH:17]([NH:20][C:21](=[O:22])[c:23]2[nH:24][c:25]3[cH:26][cH:27][cH:28][c:29]([O:32][CH2:33][c:34]4[cH:35][o:36][c:37]5[c:38]4[cH:39][c:40]([CH3:44])[c:41]([CH3:43])[cH:42]5)[c:30]3[cH:31]2)[CH2:18][CH2:19]1)[CH2:56][N:57]1[CH2:58][CH2:59][CH:60]([OH:63])[CH2:61][CH2:62]1.